From a dataset of the Open Reaction Database (ORD), a public repository of structured organic reaction records. describe an organic reaction: reactants, conditions, products, and yield Reaction SMILES: [CH2:11]([Li:12])[CH2:13][CH2:14][CH3:15].[CH3:16][C:17]([CH3:18])([O-:19])[CH3:20].[CH3:1][c:2]1[nH:3][c:4]2[cH:5][cH:6][cH:7][cH:8][c:9]2[cH:10]1.[CH3:39][CH2:40][O:41][CH2:42][CH3:43].[F:22][C:23]([C:24]([CH2:25][C:26]([CH3:27])([CH3:28])[c:29]1[cH:30][cH:31][c:32]([F:35])[cH:33][cH:34]1)=[O:36])([F:37])[F:38].[K+:21]>>[CH2:1]([c:2]1[nH:3][c:4]2[cH:5][cH:6][cH:7][cH:8][c:9]2[cH:10]1)[C:24]([C:23]([F:22])([F:37])[F:38])([CH2:25][C:26]([CH3:27])([CH3:28])[c:29]1[cH:30][cH:31][c:32]([F:35])[cH:33][cH:34]1)[OH:36]. Product: CC(C)(CC(O)(Cc1cc2ccccc2[nH]1)C(F)(F)F)c1ccc(F)cc1. The reactants are [Li]CCCC, CC(C)(C)[O-], Cc1cc2ccccc2[nH]1, CCOCC, CC(C)(CC(=O)C(F)(F)F)c1ccc(F)cc1, [K+]. Reactants: C(CCCCC)OCCO (ethylene glycol mono-n-hexyl ether), [H-].[Na+] (sodium hydride), BrCCN1C(C=2C(C1=O)=CC=CC2)=O (N-(2-bromoethyl)phthalimide), C1(NC(C2=CC=CC=C12)=O)=O (isoindoledione), O.NN (hydrazine hydrate). Solvent: CN(C)C=O (DMF), CCO (EtOH). Conditions: time 1.5 hour. Product: C(COCCOCCCCCC)N (3,6-Dioxadodecylamine). Yield: 37.0%. As a reaction SMILES: [CH2:1]([O:7][CH2:8][CH2:9][OH:10])[CH2:2][CH2:3][CH2:4][CH2:5][CH3:6].[H-].[Na+].Br[CH2:14][CH2:15][N:16]1C(=O)C2=CC=CC=C2C1=O.C1(=O)C2C(=CC=CC=2)C(=O)N1.O.NN>CN(C=O)C.CCO>[CH2:15]([NH2:16])[CH2:14][O:10][CH2:9][CH2:8][O:7][CH2:1][CH2:2][CH2:3][CH2:4][CH2:5][CH3:6] |f:1.2,5.6|. Procedure: A mixture of ethylene glycol mono-n-hexyl ether (15.0 g, 0.1 mol) and sodium hydride (0.1 mol) was dissolved in dry DMF (150 mL). After the mixture was stirred for 1-2 hours, N-(2-bromoethyl)phthalimide (25.4 g, 0.1 mol) was added with continued stirring and the mixture was warmed on a steam bath for 8 h. The DMF was then removed by evaporation and the residue dissolved in hot toluene, and the solution was concentrated to remove solvent. The residue was purified using silica gel chromatography u... Reactants: C(CC(=O)C)(=O)OC(C)(C)C (tert.-butyl acetoacetate), C(O)C(CC)(CO)CO (trimethylolpropane), C(CC(=O)C)(=O)OC(C)(C)C (tert.-butyl acetoacetate), C(CC(=O)C)(=O)OC(C)(C)C (tert.-butyl acetoacetate). Solvent: C1(=CC=CC=C1)C (toluene). Run at temperature 111 celsius. The product is C(CC(=O)C)(=O)O.C(CC(=O)C)(=O)O.C(CC(=O)C)(=O)O.C(O)C(CC)(CO)CO (trimethylolpropane tris(acetoacetate)). RXN SMILES: [CH2:1]([C:3]([CH2:8][OH:9])([CH2:6][OH:7])[CH2:4][CH3:5])[OH:2].[C:10]([O:16]C(C)(C)C)(=[O:15])[CH2:11][C:12]([CH3:14])=[O:13]>C1(C)C=CC=CC=1>[C:10]([OH:16])(=[O:15])[CH2:11][C:12]([CH3:14])=[O:13].[C:10]([OH:16])(=[O:15])[CH2:11][C:12]([CH3:14])=[O:13].[C:10]([OH:16])(=[O:15])[CH2:11][C:12]([CH3:14])=[O:13].[CH2:1]([C:3]([CH2:8][OH:9])([CH2:6][OH:7])[CH2:4][CH3:5])[OH:2] |f:3.4.5.6|. Procedure details: A 1 liter, 4-neck round-bottom flask fitted with mechanical stirrer, pressure equalizing addition funnel (nitrogen inlet), thermocouple connected to a controller and mantle for heating, a 5-plate Oldershaw column and vacuum type distilling head with finger type condenser and stopcock to control the reflux ratio was charged with 201 g (1.50 mol) trimethylolpropane, 100 g (0.63 mol) tert.-butyl acetoacetate and 282 g of toluene. An additional 626.5 g (3.96 mol) of tert.-butyl acetoacetate was char... Starting materials: C(C)(C)(C)NCC(=O)C1=CC(=C(C=C1)OC(C(C)(C)C)=O)O (3-hydroxy-4-(pivalyloxy)phenyl tert-butylaminomethyl ketone), C[O-].[Na+] (sodium methoxide), C1(=CC=CC=C1)[O-].[Na+] (sodium phenolate salt), C(CC(C)C)(=O)Cl (isovaleryl chloride). Yields the product C(C)(C)(C)NCC(=O)C1=CC(=C(C=C1)OC(C(C)(C)C)=O)OC(CC(C)C)=O (3-(isovaleryloxy)-4-(pivalyloxy)phenyl tert-butylaminomethyl ketone). As a reaction SMILES: [C:1]([NH:5][CH2:6][C:7]([C:9]1[CH:14]=[CH:13][C:12]([O:15][C:16](=[O:21])[C:17]([CH3:20])([CH3:19])[CH3:18])=[C:11]([OH:22])[CH:10]=1)=[O:8])([CH3:4])([CH3:3])[CH3:2].C[O-].[Na+].C1([O-])C=CC=CC=1.[Na+].[C:34](Cl)(=[O:39])[CH2:35][CH:36]([CH3:38])[CH3:37]>>[C:1]([NH:5][CH2:6][C:7]([C:9]1[CH:14]=[CH:13][C:12]([O:15][C:16](=[O:21])[C:17]([CH3:20])([CH3:19])[CH3:18])=[C:11]([O:22][C:34](=[O:39])[CH2:35][CH:36]([CH3:38])[CH3:37])[CH:10]=1)=[O:8])([CH3:4])([CH3:2])[CH3:3] |f:1.2,3.4|. Reported procedure: Following a procedure similar to that described in Example 2A above, when 3-hydroxy-4-(pivalyloxy)phenyl tert-butylaminomethyl ketone is interacted with one equivalent of sodium methoxide and the resulting sodium phenolate salt is reacted with isovaleryl chloride there is obtained 3-(isovaleryloxy)-4-(pivalyloxy)phenyl tert-butylaminomethyl ketone, which reacts with hydrochloric acid to yield the hydrochloride salt as a white crystalline solid, m.p. 216°-220° C. (uncorr.).